This data is from the Open Reaction Database (ORD), a public repository of structured organic reaction records. The task is: describe an organic reaction: reactants, conditions, products, and yield Reactants: F[B-](F)(F)F, CC(C)(C)OC(=O)N1CCN2C(=O)c3c(cc(CO)cc3C(F)(F)F)C2C1, C[O+](C)C, ClCCl. Yields the product COCc1cc2c(c(C(F)(F)F)c1)C(=O)N1CCN(C(=O)OC(C)(C)C)CC21. RXN SMILES: [B-:28]([F:29])([F:30])([F:31])[F:32].[C:1]([CH3:2])([CH3:3])([CH3:4])[O:5][C:6](=[O:7])[N:8]1[CH2:9][CH:10]2[N:11]([C:12](=[O:25])[c:13]3[c:14]([C:21]([F:22])([F:23])[F:24])[cH:15][c:16]([CH2:19][OH:20])[cH:17][c:18]32)[CH2:26][CH2:27]1.[CH3:33][O+:34]([CH3:35])[CH3:36].[Cl:37][CH2:38][Cl:39]>>[C:1]([CH3:2])([CH3:3])([CH3:4])[O:5][C:6](=[O:7])[N:8]1[CH2:9][CH:10]2[N:11]([C:12](=[O:25])[c:13]3[c:14]([C:21]([F:22])([F:23])[F:24])[cH:15][c:16]([CH2:19][O:20][CH3:33])[cH:17][c:18]32)[CH2:26][CH2:27]1. Reactants: FC(C=1C=C(C=CC1)CC(=O)OCCCCCCCC)(F)F (n-octyl 3-trifluoromethylphenylacetate), C(=S)=S (carbon disulphide), ClCCCCl (1,3-dichloropropane), [OH-].[K+] (potassium hydroxide). Solvent: O (Water), CCCCCC (hexane), CS(=O)C (dimethyl sulphoxide), O (water). Run at time 2 hour. Yields the product S1C(SCCC1)=C(C(=O)OCCCCCCCC)C1=CC(=CC=C1)C(F)(F)F (n-octyl (1,3-dithian-2-ylidene)-(3-trifluoromethylphenyl)-acetate). Reaction SMILES: [F:1][C:2]([F:22])([F:21])[C:3]1[CH:4]=[C:5]([CH2:9][C:10]([O:12][CH2:13][CH2:14][CH2:15][CH2:16][CH2:17][CH2:18][CH2:19][CH3:20])=[O:11])[CH:6]=[CH:7][CH:8]=1.[C:23](=[S:25])=[S:24].[OH-].[K+].Cl[CH2:29][CH2:30][CH2:31]Cl>CS(C)=O.O.CCCCCC>[S:24]1[CH2:31][CH2:30][CH2:29][S:25][C:23]1=[C:9]([C:5]1[CH:6]=[CH:7][CH:8]=[C:3]([C:2]([F:21])([F:22])[F:1])[CH:4]=1)[C:10]([O:12][CH2:13][CH2:14][CH2:15][CH2:16][CH2:17][CH2:18][CH2:19][CH3:20])=[O:11] |f:2.3|. Procedure: To a solution of n-octyl 3-trifluoromethylphenylacetate (112.2 g) in dimethyl sulphoxide (850 ml) there are added carbon disulphide (30.4 g) and, slowly, a solution of potassium hydroxide (60.0 g) in water (100 ml). The mixture is stirred for 2 hours at 40°. 1,3-dichloropropane (40.1 g) is then added and the mixture is stirred at 50° for 3 hours. Water (800 ml) and hexane (800 ml) are added, the two phases are separated and the aqueous solution is extracted with hexane (2×500 ml). The combined o... Starting materials: anhydride, CC(=O)OCC1=C2C=CC=CC2=C(C3=CC=CC=C31)COC(=O)C (acetic), C(=O)O (formic acid), C12N(CC(NC1)C2)C2=C(C=C1C(C(=CN(C1=C2)C2=C(C=C(C=C2)F)F)C(=O)O)=O)F (7-(2,5-diazabicyclo(2.2.1)hept-2-yl)-6-fluoro-1-(2,4-difluorophenyl)-1,4-dihydro-4-oxo-quinoline-3-carboxylic acid). Run in CN(C)C=O (DMF). Reaction conditions: time 90 minute. Product: C(=O)N1C2CN(C(C1)C2)C2=C(C=C1C(C(=CN(C1=C2)C2=C(C=C(C=C2)F)F)C(=O)O)=O)F (7-(5-Formyl-2,5-diazabicyclo-(2.2.1)hept-2-yl)-6-fluoro-1-(2,4-difluorophenyl)-1,4-dihydro-4-oxoquinoline-3-carboxylic acid). Isolated yield 45.3%. Reaction SMILES: [CH:1]12[CH2:7][CH:4]([NH:5][CH2:6]1)[CH2:3][N:2]2[C:8]1[CH:17]=[C:16]2[C:11]([C:12](=[O:29])[C:13]([C:26]([OH:28])=[O:27])=[CH:14][N:15]2[C:18]2[CH:23]=[CH:22][C:21]([F:24])=[CH:20][C:19]=2[F:25])=[CH:10][C:9]=1[F:30].C[C:32](OCC1C2C(=CC=CC=2)C(COC(C)=O)=C2C=1C=CC=C2)=[O:33].C(O)=O>CN(C=O)C>[CH:32]([N:5]1[CH2:6][CH:1]2[CH2:7][CH:4]1[CH2:3][N:2]2[C:8]1[CH:17]=[C:16]2[C:11]([C:12](=[O:29])[C:13]([C:26]([OH:28])=[O:27])=[CH:14][N:15]2[C:18]2[CH:23]=[CH:22][C:21]([F:24])=[CH:20][C:19]=2[F:25])=[CH:10][C:9]=1[F:30])=[O:33]. Procedure details: 0.5 g (1.2 m Mol) 7-(2,5-diazabicyclo(2.2.1)hept-2-yl)-6-fluoro-1-(2,4-difluorophenyl)-1,4-dihydro-4-oxo-quinoline-3-carboxylic acid was suspended in 20 ml DMF and treated with 3 ml of the mixed anhydride of acetic and formic acid. After 90 mins. stirring at room temperature the volatiles were removed under reduced pressure. The oily residue was triturated with ether, the residue filtered and recrystallized from a mixture of 20 ml DMF and 5 ml ligroin to give 0.24 g (45.3%) of product, mp 252° C... The reactants are O=C(NCC(=O)N1CCN(C(=O)OCc2ccccc2)CC1)c1cc(OCC(=O)N2CCCC2C(=O)NC2CCC2)n(-c2ccccc2)n1, CCO, [H][H]. Yields the product O=C(NCC(=O)N1CCNCC1)c1cc(OCC(=O)N2CCCC2C(=O)NC2CCC2)n(-c2ccccc2)n1. As a reaction SMILES: [CH2:1]([O:2][C:3](=[O:4])[N:11]1[CH2:12][CH2:13][N:14]([C:17]([CH2:18][NH:19][C:20](=[O:21])[c:22]2[n:23][n:24](-[c:43]3[cH:44][cH:45][cH:46][cH:47][cH:48]3)[c:25]([O:27][CH2:28][C:29](=[O:30])[N:31]3[CH:32]([C:36]([NH:37][CH:38]4[CH2:39][CH2:40][CH2:41]4)=[O:42])[CH2:33][CH2:34][CH2:35]3)[cH:26]2)=[O:49])[CH2:15][CH2:16]1)[c:5]1[cH:6][cH:7][cH:8][cH:9][cH:10]1.[CH3:52][CH2:53][OH:54].[H:50][H:51]>>[NH:11]1[CH2:12][CH2:13][N:14]([C:17]([CH2:18][NH:19][C:20](=[O:21])[c:22]2[n:23][n:24](-[c:43]3[cH:44][cH:45][cH:46][cH:47][cH:48]3)[c:25]([O:27][CH2:28][C:29](=[O:30])[N:31]3[CH:32]([C:36]([NH:37][CH:38]4[CH2:39][CH2:40][CH2:41]4)=[O:42])[CH2:33][CH2:34][CH2:35]3)[cH:26]2)=[O:49])[CH2:15][CH2:16]1. Reactants: ClC1=NC=C(C(=N1)Cl)C (2,4-dichloro-5-methylpyrimidine), C(C)(=O)O (acetic acid), C[Mg+].[Br-] (CH3MgBr), N1C=CC2=CC=CC=C12 (indole). The solvent is C1CCOC1 (THF), O (water), C1CCOC1 (THF). Conditions: temperature 1 celsius, time 0.5 hour. The product is ClC1=NC=C(C(=N1)C1=CNC2=CC=CC=C12)C (3-(2-Chloro-5-methylpyrimidin-4-yl)-1H-indole). Yield: 55.0%. As a reaction SMILES: C[Mg+].[Br-].[NH:4]1[C:12]2[C:7](=[CH:8][CH:9]=[CH:10][CH:11]=2)[CH:6]=[CH:5]1.[Cl:13][C:14]1[N:19]=[C:18](Cl)[C:17]([CH3:21])=[CH:16][N:15]=1.C(O)(=O)C>C1COCC1.O>[Cl:13][C:14]1[N:19]=[C:18]([C:6]2[C:7]3[C:12](=[CH:11][CH:10]=[CH:9][CH:8]=3)[NH:4][CH:5]=2)[C:17]([CH3:21])=[CH:16][N:15]=1 |f:0.1|. Procedure: CH3MgBr (3.2M in 2-methyltetrahydrofuran, 3.76 mL, 12.02 mmol) was added dropwise over 10 minutes to a solution of indole (1.42 g, 12.02 mmol) in THF (4.9 mL) at 0° C. The solution was then stirred at 0-2° C. for 0.5 h. A solution of 2,4-dichloro-5-methylpyrimidine (1 g, 6.01 mmol) in THF (3 mL) was then added dropwise to the solution. The ice bath was then removed, then the solution was stirred at r.t. for 1 h then 60° C. for 21 h. While still at 60° C., acetic acid (708 μL, 12.32 mmoles) was a... Starting materials: CSC=1S\C(\C(N1)=O)=C/C=1C=C2C=CC=NC2=CC1 (2-methylsulfanyl-5-[1-quinolin-6-yl-meth-(Z)-ylidene]-thiazol-4-one), ClC1=C(C=CC=C1)C(CN)N(C)C (2-(2-chloro-phenyl)-2-dimethylamino-ethylamine), CCN(C(C)C)C(C)C (DIEA). Product: ClC1=C(C=CC=C1)C(CNC=1S\C(\C(N1)=O)=C/C=1C=C2C=CC=NC2=CC1)N(C)C (2-[2-(2-chloro-phenyl)-2-dimethylamino-ethylamino]-5-[1-quinolin-6-yl-meth-(Z)-ylidene]-thiazol-4-one). RXN SMILES: CS[C:3]1[S:4]/[C:5](=[CH:9]\[C:10]2[CH:11]=[C:12]3[C:17](=[CH:18][CH:19]=2)[N:16]=[CH:15][CH:14]=[CH:13]3)/[C:6](=[O:8])[N:7]=1.[Cl:20][C:21]1[CH:26]=[CH:25][CH:24]=[CH:23][C:22]=1[CH:27]([N:30]([CH3:32])[CH3:31])[CH2:28][NH2:29].CCN(C(C)C)C(C)C>>[Cl:20][C:21]1[CH:26]=[CH:25][CH:24]=[CH:23][C:22]=1[CH:27]([N:30]([CH3:32])[CH3:31])[CH2:28][NH:29][C:3]1[S:4]/[C:5](=[CH:9]\[C:10]2[CH:11]=[C:12]3[C:17](=[CH:18][CH:19]=2)[N:16]=[CH:15][CH:14]=[CH:13]3)/[C:6](=[O:8])[N:7]=1. Reported procedure: Similar procedure as described in example 1b was used, starting from 2-methylsulfanyl-5-[1-quinolin-6-yl-meth-(Z)-ylidene]-thiazol-4-one, 2-(2-chloro-phenyl)-2-dimethylamino-ethylamine and DIEA to give 2-[2-(2-chloro-phenyl)-2-dimethylamino-ethylamino]-5-[1-quinolin-6-yl-meth-(Z)-ylidene]-thiazol-4-one. LC-MS m/e 438 (MH+). Reactants: FC1=C(C=CC=C1)C1=CC=C(C=N1)N (6-(2-fluoro-phenyl)-pyridin-3-ylamine), N(=O)OC(C)(C)C (tert-butyl nitrite), CCCCC (pentane). Run in COCCOC (DME), ClCCl (dichloromethane), COCCOC (DME). Reaction conditions: temperature -15 celsius, time 2 hour. The product is FC1=C(C=CC=C1)C1=CC=C(C=N1)O (6-(2-Fluoro-phenyl)-pyridin-3-ol). Reaction SMILES: [F:1][C:2]1[CH:7]=[CH:6][CH:5]=[CH:4][C:3]=1[C:8]1[N:13]=[CH:12][C:11](N)=[CH:10][CH:9]=1.N(OC(C)(C)C)=[O:16].CCCCC>COCCOC.ClCCl>[F:1][C:2]1[CH:7]=[CH:6][CH:5]=[CH:4][C:3]=1[C:8]1[N:13]=[CH:12][C:11]([OH:16])=[CH:10][CH:9]=1. Procedure details: 3.3 ml (26.6 mmol) of boron trifluoride diethylether complex were cooled to −15° C. Then 2.5 g (13.3 mmol) of 6-(2-fluoro-phenyl)-pyridin-3-ylamine in 5 ml of DME and, subsequently, 1.9 ml (15.9 mmol) of tert-butyl nitrite were added dropwise. Shortly after, a thick precipitate formed. The mixture was diluted with 8 ml of DME and 8 ml of dichloromethane and stirred in an ice bath for 2 h. After addition of 50 ml of pentane, the precipitate was filtered off, dried, and stirred in 50 ml of acetic ... Reactants: C(C)OC(=O)COC=1C=CC2=C(OC(=C2)S(N)(=O)=O)C1 (6-[(ethoxycarbonyl)methoxy]-2-sulfamoylbenzo[b]furan). The solvent is [OH-].[Na+] (NaOH). Run at time 5 hour. Yields the product C(=O)(O)COC=1C=CC2=C(OC(=C2)S(N)(=O)=O)C1 (6-[(Carboxy)methoxy]-2-sulfamoylbenzo[b]furan). Reaction SMILES: C([O:3][C:4]([CH2:6][O:7][C:8]1[CH:9]=[CH:10][C:11]2[CH:15]=[C:14]([S:16](=[O:19])(=[O:18])[NH2:17])[O:13][C:12]=2[CH:20]=1)=[O:5])C>[OH-].[Na+]>[C:4]([CH2:6][O:7][C:8]1[CH:9]=[CH:10][C:11]2[CH:15]=[C:14]([S:16](=[O:19])(=[O:18])[NH2:17])[O:13][C:12]=2[CH:20]=1)([OH:5])=[O:3] |f:1.2|. Reported procedure: Solid 6-[(ethoxycarbonyl)methoxy]-2-sulfamoylbenzo[b]furan (5 mmol) is added to 10% NaOH (40 ml) and stirred at room temperature 4-6 hours. The solution is acidified and extracted with ethyl acetate, dried (Na2SO4) and evaporated. The residue is dissolved in hot ethyl acetate, filtered, and evaporated until crystallization begins to give product. As a reaction SMILES: Cl.[CH3:2][CH:3]1[CH2:8][CH2:7][NH:6][CH:5]([C:9]([OH:11])=[O:10])[CH2:4]1.[CH2:12](O)[C:13]1[CH:18]=[CH:17][CH:16]=[CH:15][CH:14]=1.O.[C:21]1([CH3:31])[CH:26]=[CH:25][C:24]([S:27]([OH:30])(=[O:29])=[O:28])=[CH:23][CH:22]=1.O>C1C=CC=CC=1>[C:21]1([CH3:31])[CH:22]=[CH:23][C:24]([S:27]([OH:30])(=[O:28])=[O:29])=[CH:25][CH:26]=1.[CH3:2][CH:3]1[CH2:8][CH2:7][NH:6][CH:5]([C:9]([O:11][CH2:12][C:13]2[CH:18]=[CH:17][CH:16]=[CH:15][CH:14]=2)=[O:10])[CH2:4]1 |f:0.1,3.4,7.8|. Isolated yield 22.0%. Reactants: Cl.CC1CC(NCC1)C(=O)O (4-methyl-2-piperidinecarboxylic acid hydrochloride), C(C1=CC=CC=C1)O (benzyl alcohol), O.C1(=CC=C(C=C1)S(=O)(=O)O)C (p-toluenesulfonic acid monohydrate), O (water), O (water). The product is C1(=CC=C(C=C1)S(=O)(=O)O)C.CC1CC(NCC1)C(=O)OCC1=CC=CC=C1 (benzyl 4-methyl-2-piperidinecarboxylate p-toluenesulfonate). Run in C1=CC=CC=C1 (benzene). Procedure: A solution of 20 g (0.112 mole) of 4-methyl-2-piperidinecarboxylic acid hydrochloride, 24 g (0.224 mole) of benzyl alcohol and 25.6 g (0.134 mole) of p-toluenesulfonic acid monohydrate in 100 ml of benzene was refluxed for 5 hours with the continuous removal of water through a Dean-Stark water trap. At the end of this period, the solvent was distilled off, and the residue was washed with ether-n-hexane and recrystallized to give 10 g (22%) of benzyl 4-methyl-2-piperidinecarboxylate p-toluenesulf...